This data is from the Open Reaction Database (ORD), a public repository of structured organic reaction records. The task is: describe an organic reaction: reactants, conditions, products, and yield Starting materials: C1(CC1)B(O)O (cyclopropylboronic acid), C(=O)([O-])[O-].[Na+].[Na+] (Na2CO3), BrC1=CC(NC=C1)=O (4-bromo-1H-pyridin-2-one), C1(CC1)B(O)O (cyclopropylboronic acid), N1=C(C=CC=C1)C1=NC=CC=C1 (2,2′-bipyridine), C(=O)([O-])[O-].[Na+].[Na+] (Na2CO3), [NH4+].[Cl-] (NH4Cl). Procedure details: A flask charged with a stir bar, 4-bromo-1H-pyridin-2-one (1.80 g), cyclopropylboronic acid (2.00 g), Cu(OAc)2 (2.00 g), 2,2′-bipyridine (1.70 g), Na2CO3 (2.47 g), and 1,2-dichloroethane (75 mL) was heated to 70° C. and the mixture was stirred at this temperature in air overnight. Then, another portion of cyclopropylboronic acid (0.50 g) and Na2CO3 (0.55 g) were added and the mixture was further stirred at reflux temperature for another 4 h. After cooling to ambient temperature, aqueous NH4Cl so... The reagents and catalysts are CC(=O)[O-].CC(=O)[O-].[Cu+2] (Cu(OAc)2). As a reaction SMILES: [Br:1][C:2]1[CH:7]=[CH:6][NH:5][C:4](=[O:8])[CH:3]=1.[CH:9]1(B(O)O)[CH2:11][CH2:10]1.N1C=CC=CC=1C1C=CC=CN=1.C([O-])([O-])=O.[Na+].[Na+].[NH4+].[Cl-]>CC([O-])=O.CC([O-])=O.[Cu+2].ClCCCl>[Br:1][C:2]1[CH:7]=[CH:6][N:5]([CH:9]2[CH2:11][CH2:10]2)[C:4](=[O:8])[CH:3]=1 |f:3.4.5,6.7,8.9.10|. Product: BrC1=CC(N(C=C1)C1CC1)=O (4-Bromo-1-cyclopropyl-1H-pyridin-2-one). Solvent: ClCCCl (1,2-dichloroethane). Run at time 8 hour. Reactants: C=CC1=CC=CC=C1.C=CC1=CC=C(C=C1)C=C.C1=CC=C(C=C1)CCl (Merrifield's peptide resin), O[C@H](C(=O)OCC1=CC=CC=C1)CC1=CC=CC=C1 ((S)-Benzyl 2-hydroxy-3-phenylpropionate), C([O-])([O-])=O.[Cs+].[Cs+] (cesium carbonate), C(=O)=O (carbon dioxide), C(=O)=O (Carbon dioxide). Reagents/catalysts: [I-].C(CCC)[N+](CCCC)(CCCC)CCCC (tetrabutylammonium iodide). Run in O (water), CN(C=O)C (N,N-dimethylforamide). Run at time 8 hour. The product is C(O)(O)=O.C1(=CC=CC=C1)CCC(=O)OCC1=CC=CC=C1 (Benzyl 3-phenylpropionate Carbonate). The yield is 73.3%. RXN SMILES: O[C@@H:2]([CH2:13][C:14]1[CH:19]=[CH:18][CH:17]=[CH:16][CH:15]=1)[C:3]([O:5][CH2:6][C:7]1[CH:12]=[CH:11][CH:10]=[CH:9][CH:8]=1)=[O:4].[C:20](=[O:23])([O-:22])[O-:21].[Cs+].[Cs+].C(=O)=O.C=CC1C=CC=CC=1.C=CC1C=CC(C=C)=CC=1.C1C=CC(CCl)=CC=1>CN(C)C=O.[I-].C([N+](CCCC)(CCCC)CCCC)CCC.O>[C:20](=[O:21])([OH:23])[OH:22].[C:14]1([CH2:13][CH2:2][C:3]([O:5][CH2:6][C:7]2[CH:12]=[CH:11][CH:10]=[CH:9][CH:8]=2)=[O:4])[CH:15]=[CH:16][CH:17]=[CH:18][CH:19]=1 |f:1.2.3,5.6.7,9.10,12.13|. Procedure: (S)-Benzyl 2-hydroxy-3-phenylpropionate (1.54 g, 6 mmol, 3 eq) is dissolved in anhydrous N,N-dimethylforamide (20 mL) to make a clear solution. Into the solution, are consecutively added cesium carbonate (1.95 g, 6 mmol) and tetrabutylammonium iodide (2.22 g, 6 mmol, 3 eq). The suspension is stirred at room temperature while passing carbon dioxide gas through for 1 hour before Merrifield's peptide resin (1 g, 2 mmol) is added to the to solution. Carbon dioxide gas continuously bubbles through th... Reactants: [N+](=O)([O-])C=1C(=NC=CC1O)O (3-nitro-pyridine-2,4-diol), [H-].[Na+] (NaH), ice water, C(C1=CC=CC=C1)Br (benzyl bromide). Solvent: CN(C)C=O (DMF). Run at temperature 0 celsius, time 15 minute. Yields the product C(C1=CC=CC=C1)N1C(C(=C(C=C1)O)[N+](=O)[O-])=O (1-benzyl-4-hydroxy-3-nitro-1H-pyridine-2-one). The yield is 41.5%. Reaction SMILES: [N+:1]([C:4]1[C:5]([OH:11])=[N:6][CH:7]=[CH:8][C:9]=1[OH:10])([O-:3])=[O:2].[H-].[Na+].[CH2:14](Br)[C:15]1[CH:20]=[CH:19][CH:18]=[CH:17][CH:16]=1>CN(C=O)C>[CH2:14]([N:6]1[CH:7]=[CH:8][C:9]([OH:10])=[C:4]([N+:1]([O-:3])=[O:2])[C:5]1=[O:11])[C:15]1[CH:20]=[CH:19][CH:18]=[CH:17][CH:16]=1 |f:1.2|. Procedure: To a solution of 3-nitro-pyridine-2,4-diol (5.0 g, 32.3 mmol) in DMF (50 mL) at 0° C. was added NaH (2.6 g, 64.0 mmol 60% in mineral oil). After stirring at 0° C. for 15 min, benzyl bromide (6.03 g, 35.2 mmol) was added and the reaction was stirred at 55° C. for 17 h. The mixture was cooled to room temperature, poured into ice water, and filtered to remove insoluble material. The filtrate was acidified with 1 N HCl, extracted with CH2Cl2, dried with MgSO4, and concentrated. The product was washe...